Dataset: the Open Reaction Database (ORD), a public repository of structured organic reaction records. Task: describe an organic reaction: reactants, conditions, products, and yield The reactants are IC1=CC=C(C=C1)O (4-iodophenol), ClCCN1CCC(CC1)C (1-(2-chloroethyl)-4-methylpiperidine), C([O-])([O-])=O.[K+].[K+] (potassium carbonate). Solvent: CN(C)C=O (DMF). Run at temperature 80 celsius, time 6 hour. Yields the product IC1=CC=C(OCCN2CCC(CC2)C)C=C1 (1-[2-(4-iodophenoxy)ethyl]-4-methylpiperidine). RXN SMILES: [I:1][C:2]1[CH:7]=[CH:6][C:5]([OH:8])=[CH:4][CH:3]=1.Cl[CH2:10][CH2:11][N:12]1[CH2:17][CH2:16][CH:15]([CH3:18])[CH2:14][CH2:13]1.C(=O)([O-])[O-].[K+].[K+]>CN(C=O)C>[I:1][C:2]1[CH:7]=[CH:6][C:5]([O:8][CH2:10][CH2:11][N:12]2[CH2:17][CH2:16][CH:15]([CH3:18])[CH2:14][CH2:13]2)=[CH:4][CH:3]=1 |f:2.3.4|. Reported procedure: A suspension of 1.55 g (52.50 mmol) of 4-iodophenol, 8.50 g (52.57 mmol) of 1-(2-chloroethyl)-4-methylpiperidine, and 14.51 g (105.00 mmol) of potassium carbonate in 200 mL of DMF was stirred for 6 hours at 80° C., the reaction mixture was cooled to RT, filtered, and the filtrate was evaporated down in vacuo. The residue was taken up in EtOAc, and the organic phase was washed with 2M aqueous NaOH solution, dried over magnesium sulfate, and evaporated down in vacuo. The crude product was purified... Reactants: COc1cccc(Sc2cnc(Nc3nc(C4CCN(C(=O)OC(C)(C)C)CC4)cs3)c(Oc3ccc(F)cc3Br)c2)c1, O=C([O-])[O-], ClCCl, O=C(O)C(F)(F)F, [Na+], [Na+], O. Product: COc1cccc(Sc2cnc(Nc3nc(C4CCNCC4)cs3)c(Oc3ccc(F)cc3Br)c2)c1. As a reaction SMILES: [Br:1][c:2]1[c:3]([O:4][c:5]2[c:6]([NH:20][c:21]3[s:22][cH:23][c:24]([CH:26]4[CH2:27][CH2:28][N:29]([C:32]([O:33][C:34]([CH3:35])([CH3:36])[CH3:37])=[O:38])[CH2:30][CH2:31]4)[n:25]3)[n:7][cH:8][c:9]([S:11][c:12]3[cH:13][c:14]([O:18][CH3:19])[cH:15][cH:16][cH:17]3)[cH:10]2)[cH:39][cH:40][c:41]([F:43])[cH:42]1.[C:52](=[O:53])([O-:54])[O-:55].[Cl:58][CH2:59][Cl:60].[F:44][C:45]([F:46])([F:47])[C:48]([OH:49])=[O:50].[Na+:56].[Na+:57].[OH2:51]>>[Br:1][c:2]1[c:3]([O:4][c:5]2[c:6]([NH:20][c:21]3[s:22][cH:23][c:24]([CH:26]4[CH2:27][CH2:28][NH:29][CH2:30][CH2:31]4)[n:25]3)[n:7][cH:8][c:9]([S:11][c:12]3[cH:13][c:14]([O:18][CH3:19])[cH:15][cH:16][cH:17]3)[cH:10]2)[cH:39][cH:40][c:41]([F:43])[cH:42]1.